This data is from the Open Reaction Database (ORD), a public repository of structured organic reaction records. The task is: describe an organic reaction: reactants, conditions, products, and yield Starting materials: COC=1C=C2C(=CN(C2=CC1OCC(=O)OC)C)C1=CC=2C(=NC=CC2)N1S(=O)(=O)C1=CC=C(C=C1)C (methyl {5-methoxy-1-methyl-3-[1-(toluene-4-sulfonyl)-1H-pyrrolo[2,3-b]pyridin-2-yl]-1H-indol-6-yloxy}acetate). The yield is 98.0%. Product: COC=1C=C2C(=CN(C2=CC1OCC(=O)O)C)C1=CC=2C(=NC=CC2)N1S(=O)(=O)C1=CC=C(C=C1)C ({5-Methoxy-1-methyl-3-[1-(toluene-4-sulfonyl)-1H-pyrrolo[2,3-b]pyridin-2-yl]-1H-indol-6-yloxy}acetic acid). As a reaction SMILES: [CH3:1][O:2][C:3]1[CH:4]=[C:5]2[C:9](=[CH:10][C:11]=1[O:12][CH2:13][C:14]([O:16]C)=[O:15])[N:8]([CH3:18])[CH:7]=[C:6]2[C:19]1[N:27]([S:28]([C:31]2[CH:36]=[CH:35][C:34]([CH3:37])=[CH:33][CH:32]=2)(=[O:30])=[O:29])[C:22]2=[N:23][CH:24]=[CH:25][CH:26]=[C:21]2[CH:20]=1>[OH-].[K+]>[CH3:1][O:2][C:3]1[CH:4]=[C:5]2[C:9](=[CH:10][C:11]=1[O:12][CH2:13][C:14]([OH:16])=[O:15])[N:8]([CH3:18])[CH:7]=[C:6]2[C:19]1[N:27]([S:28]([C:31]2[CH:32]=[CH:33][C:34]([CH3:37])=[CH:35][CH:36]=2)(=[O:29])=[O:30])[C:22]2=[N:23][CH:24]=[CH:25][CH:26]=[C:21]2[CH:20]=1 |f:1.2|. Reported procedure: A solution of methyl {5-methoxy-1-methyl-3-[1-(toluene-4-sulfonyl)-1H-pyrrolo[2,3-b]pyridin-2-yl]-1H-indol-6-yloxy}acetate, (0.91 g; 1.751 mmol) in methanolic potassium hydroxide (74 ml at 1 g/ml) is placed in a 100 ml round-bottomed flask, at 20° C. for 16 hours with agitation. After reaction, the precipitate formed is filtered off, and rinsed with methanol (20 ml). A suspension of the above solid in water (30 ml) is placed in a 250 ml Erlenmeyer flask and the pH is then adjusted to 4 with 2N a... The solvent is [OH-].[K+] (potassium hydroxide). Starting materials: C1(=CC=CC=C1)C([C@@H](C=CS(=O)(=O)C=C[C@H](C(C1=CC=CC=C1)C1=CC=CC=C1)NC([C@@H](NC(=O)OCC1=CC=CC=C1)CC(C)C)=O)NC([C@@H](NC(=O)OCC1=CC=CC=C1)CC(C)C)=O)C1=CC=CC=C1 (Phenyl-(3S)-3-(N-carbobenzyloxyleucyl)amino-4-phenylbut-1-enyl Sulfone), C1(=CC=CC=C1)C([C@H](C=CS(=O)(=O)C=C[C@@H](C(C1=CC=CC=C1)C1=CC=CC=C1)NC([C@@H](NC(=O)OCC1=CC=CC=C1)CC(C)C)=O)NC([C@@H](NC(=O)OCC1=CC=CC=C1)CC(C)C)=O)C1=CC=CC=C1 (Phenyl-(3R)-3-(N-carbobenzyloxyleucyl)amino-4-phenylbut-1-enyl Sulfone), C(CCC)[Li] (butyllithium), C(C)(C)(C)OO (tert-butylhydroperoxide). The solvent is C1CCOC1 (THF). Product: C1(=CC=CC=C1)C(C(=CCS(=O)(=O)CC=C(C(C1=CC=CC=C1)C1=CC=CC=C1)NC([C@@H](NC(=O)OCC1=CC=CC=C1)CC(C)C)=O)NC([C@@H](NC(=O)OCC1=CC=CC=C1)CC(C)C)=O)C1=CC=CC=C1 (Phenyl-3-(N-carbobenzyloxyleucyl)amino-4-phenylbut-2-enyl Sulfone). Isolated yield 15.0%. RXN SMILES: [C:1]1([CH:7]([C:68]2[CH:73]=[CH:72][CH:71]=[CH:70][CH:69]=2)[C@@H:8]([NH:49][C:50](=[O:67])[C@H:51]([CH2:63][CH:64]([CH3:66])[CH3:65])[NH:52][C:53]([O:55][CH2:56][C:57]2[CH:62]=[CH:61][CH:60]=[CH:59][CH:58]=2)=[O:54])[CH:9]=[CH:10][S:11]([CH:14]=[CH:15][C@H:16]([NH:30][C:31](=[O:48])[C@H:32]([CH2:44][CH:45]([CH3:47])[CH3:46])[NH:33][C:34]([O:36][CH2:37][C:38]2[CH:43]=[CH:42][CH:41]=[CH:40][CH:39]=2)=[O:35])[CH:17]([C:24]2[CH:29]=[CH:28][CH:27]=[CH:26][CH:25]=2)[C:18]2[CH:23]=[CH:22][CH:21]=[CH:20][CH:19]=2)(=[O:13])=[O:12])[CH:6]=[CH:5][CH:4]=[CH:3][CH:2]=1.C([Li])CCC.C(OO)(C)(C)C.C1(C(C2C=CC=CC=2)[C@H](NC(=O)[C@H](CC(C)C)NC(OCC2C=CC=CC=2)=O)C=CS(C=C[C@@H](NC(=O)[C@H](CC(C)C)NC(OCC2C=CC=CC=2)=O)C(C2C=CC=CC=2)C2C=CC=CC=2)(=O)=O)C=CC=CC=1>C1COCC1>[C:18]1([CH:17]([C:24]2[CH:25]=[CH:26][CH:27]=[CH:28][CH:29]=2)[C:16]([NH:30][C:31](=[O:48])[C@H:32]([CH2:44][CH:45]([CH3:46])[CH3:47])[NH:33][C:34]([O:36][CH2:37][C:38]2[CH:43]=[CH:42][CH:41]=[CH:40][CH:39]=2)=[O:35])=[CH:15][CH2:14][S:11]([CH2:10][CH:9]=[C:8]([NH:49][C:50](=[O:67])[C@H:51]([CH2:63][CH:64]([CH3:66])[CH3:65])[NH:52][C:53]([O:55][CH2:56][C:57]2[CH:58]=[CH:59][CH:60]=[CH:61][CH:62]=2)=[O:54])[CH:7]([C:1]2[CH:6]=[CH:5][CH:4]=[CH:3][CH:2]=2)[C:68]2[CH:69]=[CH:70][CH:71]=[CH:72][CH:73]=2)(=[O:12])=[O:13])[CH:23]=[CH:22][CH:21]=[CH:20][CH:19]=1. Procedure details: Cbz-Leu-D-Phe-VS-Ph was treated with butyllithium and tert-butylhydroperoxide in freshly distilled THF as described with Cbz-Leu-Phe-VS-Ph above to give Cbz-Leu-Phe-AS-Ph (Isomer B) as a white powder, yield 15%. 1H-NMR (CDCl3) δ 0.8-0.9 (2d, 6H, 2×Leu-CH3), 1.4-1.6 (m, 2H, Leu-CH2), 2.06 (m, 1H, Leu-CH), 3.8 (s, 2H, CH2-Phe), 3.9 (d, 2H, CH2—SO2), 4.1 (m, 1H, α-H), 4.8 (t, 1H, CH═), 4.9-5.0 (b, 1H, NH), 5.1 (m, 2H, Cbz), 7.1-7.4 (m, 10H, 2×Ph), 7.5-7.7 (m, 5H, SO2-Ph); 8.4 (b, 1H, NH). MS (ESI) ...